Task: describe an organic reaction: reactants, conditions, products, and yield. Dataset: the Open Reaction Database (ORD), a public repository of structured organic reaction records Starting materials: ClCCl, N, Cc1ccc(S(=O)(=O)Cl)cc1. Yields the product Cc1ccc(S(N)(=O)=O)cc1. Reaction SMILES: [Cl:13][CH2:14][Cl:15].[NH3:12].[c:1]1([CH3:11])[cH:2][cH:3][c:4]([S:7](=[O:8])(=[O:9])[Cl:10])[cH:5][cH:6]1>>[c:1]1([CH3:11])[cH:2][cH:3][c:4]([S:7](=[O:8])(=[O:9])[NH2:12])[cH:5][cH:6]1. The reactants are OCC(=O)[C@H](O)[C@@H](O)[C@@H](O)CO (L-Fructose), OCC(=O)C(O)C(O)C(O)CO (DL-fructose). The product is O=CC(O)C(O)C(O)C(O)CO (DL-Glucose), OCC(=O)[C@H](O)[C@@H](O)[C@@H](O)CO (L-Fructose). As a reaction SMILES: [OH:1][CH2:2][C:3]([C@@H:5]([C@H:7]([C@H:9]([CH2:11][OH:12])[OH:10])[OH:8])[OH:6])=[O:4].[OH:13][CH2:14][C:15]([CH:17]([CH:19]([CH:21]([CH2:23][OH:24])[OH:22])[OH:20])[OH:18])=[O:16]>>[O:1]=[CH:2][CH:3]([CH:5]([CH:7]([CH:9]([CH2:11][OH:12])[OH:10])[OH:8])[OH:6])[OH:4].[OH:13][CH2:14][C:15]([C@@H:17]([C@H:19]([C@H:21]([CH2:23][OH:24])[OH:22])[OH:20])[OH:18])=[O:16]. Procedure details: L-Fructose, which has not been found in nature, was synthesized for the first time by Fischer. See E. Fischer, Ber., 23 (1890) 370-394. DL-Glucose phenylosazone was prepared from α-acrose and hydrolyzed to the glycosulose, which was reduced to DL-fructose. L-Fructose was isolated from the mixture. L-Fructose was later synthesized by Wolfrom and Thompson from L-arabinonic acid in five steps. See M. L. Wolfrom and A. Thompson, Methods of Carbohydr. Chem., 1 (1962) 118-120. Starting materials: IC=1C=CC(=C(C1)O)OC(C)C (5-iodo-2-isopropoxyphenol), C(=O)([O-])[O-].[K+].[K+] (K2CO3), C(C)I (ethyl iodide). Run in CN(C)C=O (DMF), C(C)OCC (diethyl ether). Run at temperature 40 celsius, time 2 hour. Yields the product C(C)OC1=C(C=CC(=C1)I)OC(C)C (2-ethoxy-4-iodo-1-isopropoxybenzene). Yield: 98.4%. As a reaction SMILES: [I:1][C:2]1[CH:3]=[CH:4][C:5]([O:9][CH:10]([CH3:12])[CH3:11])=[C:6]([OH:8])[CH:7]=1.C([O-])([O-])=O.[K+].[K+].[CH2:19](I)[CH3:20]>CN(C=O)C.C(OCC)C>[CH2:19]([O:8][C:6]1[CH:7]=[C:2]([I:1])[CH:3]=[CH:4][C:5]=1[O:9][CH:10]([CH3:12])[CH3:11])[CH3:20] |f:1.2.3|. Procedure: To a solution of 5-iodo-2-isopropoxyphenol (2.3 g, 8.3 mmol) in DMF (20 mL), K2CO3 (2.3 g, 16.5 mmol) and ethyl iodide (0.86 mL, 10.8 mmol) were added. The mixture was stirred at 40° C. for 2.0 h. It was diluted with diethyl ether, washed with brine, dried over MgSO4. The crude was purified by chromatography (5:1 EtOAc/hexanes) to give 2-ethoxy-4-iodo-1-isopropoxybenzene (2.5 g, 96% yield) as an oil. Starting materials: compound, N1=C(SC2=NC=CC=C21)N (thiazolo[5,4-b]pyridin-2-yl-amine), SC1=NNC(=N1)COC (3-mercapto-5-methoxymethyl[1,2,4]triazole), ClC=1C2=C(N=CN1)C=CC(=N2)Cl (4,6-dichloro-pyrido-[3,2-d]pyrimidine). Product: COCC1=NC(=NN1)SN(C=1C2=C(N=CN1)C=CC=N2)C=2SC1=NC=CC=C1N2 ((5-Methoxymethyl-1,2,4-triazol-3-ylsulfanyl)-thiazolo[5,4-b]pyridin-2-ylpyrido-[3,2-d]pyrimidin-4-yl-amine). As a reaction SMILES: [SH:1][C:2]1[N:6]=[C:5]([CH2:7][O:8][CH3:9])[NH:4][N:3]=1.Cl[C:11]1[C:12]2[N:20]=[C:19](Cl)[CH:18]=[CH:17][C:13]=2[N:14]=[CH:15][N:16]=1.[N:22]1[C:30]2[C:25](=[N:26][CH:27]=[CH:28][CH:29]=2)[S:24][C:23]=1[NH2:31]>>[CH3:9][O:8][CH2:7][C:5]1[NH:4][N:3]=[C:2]([S:1][N:31]([C:23]2[S:24][C:25]3[C:30]([N:22]=2)=[CH:29][CH:28]=[CH:27][N:26]=3)[C:11]2[C:12]3[N:20]=[CH:19][CH:18]=[CH:17][C:13]=3[N:14]=[CH:15][N:16]=2)[N:6]=1. Procedure details: The compound of Example 41 was manufactured by the same method as in Example 31, by a similar method thereto or by a combination of such a method with a conventional method using 3-mercapto-5-methoxymethyl[1,2,4]triazole, 4,6-dichloro-pyrido-[3,2-d]pyrimidine and thiazolo[5,4-b]pyridin-2-yl-amine. Reactants: [Al+3], C1CCOC1, CC1(C)CCC(=O)Nc2ccccc21, [H-], [H-], [H-], [H-], [Li+], [Na+], [Na+], [Na+], O=S(=O)([O-])[O-], [OH-], O. Product: CC1(C)CCCNc2ccccc21. As a reaction SMILES: [Al+3:16].[CH2:31]1[O:32][CH2:33][CH2:34][CH2:35]1.[CH3:1][C:2]1([CH3:14])[c:3]2[c:4]([cH:10][cH:11][cH:12][cH:13]2)[NH:5][C:6](=[O:9])[CH2:7][CH2:8]1.[H-:15].[H-:18].[H-:19].[H-:20].[Li+:17].[Na+:22].[Na+:23].[Na+:24].[O-:25][S:26]([O-:27])(=[O:28])=[O:29].[OH-:21].[OH2:30]>>[CH3:1][C:2]1([CH3:14])[c:3]2[c:4]([cH:10][cH:11][cH:12][cH:13]2)[NH:5][CH2:6][CH2:7][CH2:8]1. Reactants: C1CCNC1, COc1ccc2sc(Nc3ccc(OCCCl)cc3)nc2c1, COCCO. Yields the product COc1ccc2sc(Nc3ccc(OCCN4CCCC4)cc3)nc2c1. Reaction SMILES: [CH2:23]1[CH2:24][CH2:25][NH:26][CH2:27]1.[CH3:1][O:2][c:3]1[cH:4][cH:5][c:6]2[c:7]([n:8][c:9]([NH:11][c:12]3[cH:13][cH:14][c:15]([O:18][CH2:19][CH2:20][Cl:21])[cH:16][cH:17]3)[s:10]2)[cH:22]1.[CH3:28][O:29][CH2:30][CH2:31][OH:32]>>[CH3:1][O:2][c:3]1[cH:4][cH:5][c:6]2[c:7]([n:8][c:9]([NH:11][c:12]3[cH:13][cH:14][c:15]([O:18][CH2:19][CH2:20][N:26]4[CH2:25][CH2:24][CH2:23][CH2:27]4)[cH:16][cH:17]3)[s:10]2)[cH:22]1.